Dataset: the Open Reaction Database (ORD), a public repository of structured organic reaction records. Task: describe an organic reaction: reactants, conditions, products, and yield Reported procedure: 4-(3-Amino-propoxy)-3-methyl-benzofuran-2-carboxylic acid ethyl ester (40 mg), 3-acetylpyridine (19 mg) and acetic acid (100 μl) were dissolved in THF (5 ml). The solution was stirred at room temperature for one hour. To the solution was added NaB(OAc)3H (100 mg) and the resulting suspension was stirred overnight at room temperature. The reaction mixture was diluted with ethyl acetate and washed with saturated sodium hydrogencarbonate solution and water. The organic solvent was dried over anhydr... As a reaction SMILES: [CH2:1]([O:3][C:4]([C:6]1[O:7][C:8]2[CH:15]=[CH:14][CH:13]=[C:12]([O:16][CH2:17][CH2:18][CH2:19][NH2:20])[C:9]=2[C:10]=1[CH3:11])=[O:5])[CH3:2].[C:21]([C:24]1[CH:25]=[N:26][CH:27]=[CH:28][CH:29]=1)(=O)[CH3:22].C(O)(=O)C.[BH-](OC(C)=O)(OC(C)=O)OC(C)=O.[Na+]>C1COCC1.C(OCC)(=O)C>[NH3:20].[CH2:1]([O:3][C:4]([C:6]1[O:7][C:8]2[CH:15]=[CH:14][CH:13]=[C:12]([O:16][CH2:17][CH2:18][CH2:19][NH:20][CH:21]([C:24]3[CH:25]=[N:26][CH:27]=[CH:28][CH:29]=3)[CH3:22])[C:9]=2[C:10]=1[CH3:11])=[O:5])[CH3:2] |f:3.4|. Reaction conditions: time 1 hour. The product is N (ammonia), C(C)OC(=O)C=1OC2=C(C1C)C(=CC=C2)OCCCNC(C)C=2C=NC=CC2 (3-methyl-4-[3-(1-pyridin-3-yl-ethylamino)-propoxy]-benzofuran-2-carboxylic acid ethyl ester). Starting materials: [BH-](OC(=O)C)(OC(=O)C)OC(=O)C.[Na+] (NaB(OAc)3H), C(C)OC(=O)C=1OC2=C(C1C)C(=CC=C2)OCCCN (4-(3-Amino-propoxy)-3-methyl-benzofuran-2-carboxylic acid ethyl ester), C(C)(=O)C=1C=NC=CC1 (3-acetylpyridine), C(C)(=O)O (acetic acid). Solvent: C(C)(=O)OCC (ethyl acetate), C1CCOC1 (THF). The yield is 32.6%. Reactants: ClC1=NN(C2=CC=CC(=C12)[N+](=O)[O-])CCN1CCCC1 (3-Chloro-4-nitro-1-(2-pyrrolidin-1-yl-ethyl)-1H-indazole), [Cl-].[NH4+] (ammonium chloride). Reagents/catalysts: [Fe] (iron). Run in C(C)O (Ethanol). Run at time 15 minute. Yields the product ClC1=NN(C2=CC=CC(=C12)N)CCN1CCCC1 (3-chloro-1-(2-pyrrolidin-1-yl-ethyl)-1H-indazol-4-ylamine). The yield is 80.9%. As a reaction SMILES: [Cl:1][C:2]1[C:10]2[C:5](=[CH:6][CH:7]=[CH:8][C:9]=2[N+:11]([O-])=O)[N:4]([CH2:14][CH2:15][N:16]2[CH2:20][CH2:19][CH2:18][CH2:17]2)[N:3]=1.[Cl-].[NH4+]>C(O)C.[Fe]>[Cl:1][C:2]1[C:10]2[C:5](=[CH:6][CH:7]=[CH:8][C:9]=2[NH2:11])[N:4]([CH2:14][CH2:15][N:16]2[CH2:20][CH2:19][CH2:18][CH2:17]2)[N:3]=1 |f:1.2|. Procedure: A mixture of 3-Chloro-4-nitro-1-(2-pyrrolidin-1-yl-ethyl)-1H-indazole (0.40 g, 1.4 mmol), iron powder (0.76 g, 14 mmol), and ammonium chloride (37 mg, 0.68 mmol) in 80% Ethanol was heated to reflux for 3 hours, cooled to room temperature and concentrated under reduced pressure. The residue was stirred in triethylamine/ethyl acetate (1/4, 20 mL) for 15 minutes, filtered through a plug of silica gel which was rinsed with triethylamine/ethyl acetate (1/4), and concentrated to provide the title comp... Starting materials: CC(C)(C)OC(=O)NCCCn1cnc2c(Cl)nc3ccccc3c21, ClCCl, O=C(O)C(F)(F)F. The product is NCCCn1cnc2c(Cl)nc3ccccc3c21. Reaction SMILES: [C:1]([O:2][C:3](=[O:4])[NH:8][CH2:9][CH2:10][CH2:11][n:12]1[cH:13][n:14][c:15]2[c:16]([Cl:25])[n:17][c:18]3[cH:19][cH:20][cH:21][cH:22][c:23]3[c:24]12)([CH3:5])([CH3:6])[CH3:7].[CH2:33]([Cl:34])[Cl:35].[OH:26][C:27]([C:28]([F:29])([F:30])[F:31])=[O:32]>>[NH2:8][CH2:9][CH2:10][CH2:11][n:12]1[cH:13][n:14][c:15]2[c:16]([Cl:25])[n:17][c:18]3[cH:19][cH:20][cH:21][cH:22][c:23]3[c:24]12. The reactants are CCN(C(C)C)C(C)C, CC(C)O, Clc1nc(Cl)c2ncn(C3CCCCO3)c2n1, NCC(c1ccccc1)c1ccccc1. The product is Clc1nc(NCC(c2ccccc2)c2ccccc2)c2ncn(C3CCCCO3)c2n1. Reaction SMILES: [CH2:18]([N:19]([CH:20]([CH3:21])[CH3:22])[CH:23]([CH3:24])[CH3:25])[CH3:26].[CH:42]([OH:43])([CH3:44])[CH3:45].[Cl:1][c:2]1[n:3][c:4]([Cl:17])[c:5]2[n:6][cH:7][n:8]([CH:11]3[O:12][CH2:13][CH2:14][CH2:15][CH2:16]3)[c:9]2[n:10]1.[c:27]1([CH:33]([CH2:34][NH2:35])[c:36]2[cH:37][cH:38][cH:39][cH:40][cH:41]2)[cH:28][cH:29][cH:30][cH:31][cH:32]1>>[Cl:1][c:2]1[n:3][c:4]([NH:35][CH2:34][CH:33]([c:27]2[cH:28][cH:29][cH:30][cH:31][cH:32]2)[c:36]2[cH:37][cH:38][cH:39][cH:40][cH:41]2)[c:5]2[n:6][cH:7][n:8]([CH:11]3[O:12][CH2:13][CH2:14][CH2:15][CH2:16]3)[c:9]2[n:10]1. Reactants: CC(=O)O, CCOC(C)=O, CO, CCN(C(C)C)C(C)C, O=[N+]([O-])c1cn(C2CCC2)cn1, O=C(Cl)Oc1ccccc1. Yields the product O=C(Nc1cn(C2CCC2)cn1)Oc1ccccc1. As a reaction SMILES: [CH3:32][C:33](=[O:34])[OH:35].[CH3:36][CH2:37][O:38][C:39](=[O:40])[CH3:41].[CH3:42][OH:43].[CH:13]([N:14]([CH:15]([CH3:16])[CH3:17])[CH2:18][CH3:19])([CH3:20])[CH3:21].[CH:1]1([n:5]2[cH:6][n:7][c:8]([N+:10]([O-:11])=[O:12])[cH:9]2)[CH2:2][CH2:3][CH2:4]1.[c:22]1([O:28][C:29](=[O:30])[Cl:31])[cH:23][cH:24][cH:25][cH:26][cH:27]1>>[CH:1]1([n:5]2[cH:6][n:7][c:8]([NH:10][C:29]([O:28][c:22]3[cH:23][cH:24][cH:25][cH:26][cH:27]3)=[O:30])[cH:9]2)[CH2:2][CH2:3][CH2:4]1. The reactants are COCOC1CC2=CC=C3C4CCC(C(C)C=O)C4(C)CCC3C2(C)C(OCOC)C1, COC(=O)OC1CC2=CC=C3C4CCC(C(C)C=O)C4(C)CCC3C2(C)C(OC(=O)OC)C1. Yields the product COCOC1CC2=CC=C3C4CCC(C(C)C(=O)O)C4(C)CCC3C2(C)C(OCOC)C1. As a reaction SMILES: [CH3:1][O:2][CH2:3][O:4][CH:5]1[CH2:6][CH:7]([O:28][CH2:29][O:30][CH3:31])[CH2:8][C:9]2=[CH:10][CH:11]=[C:12]3[CH:13]4[CH2:14][CH2:15][CH:16]([CH:17]([CH3:18])[CH:19]=[O:20])[C:21]4([CH3:27])[CH2:22][CH2:23][CH:24]3[C:25]12[CH3:26].[CH3:32][O:33][C:34]([O:35][CH:36]1[C:37]2([CH3:38])[C:39](=[CH:40][CH:41]=[C:42]3[CH:43]2[CH2:44][CH2:45][C:46]2([CH3:47])[CH:48]3[CH2:49][CH2:50][CH:51]2[CH:52]([CH:53]=[O:54])[CH3:55])[CH2:56][CH:57]([O:58][C:59]([O:60][CH3:61])=[O:62])[CH2:63]1)=[O:64]>>[CH3:1][O:2][CH2:3][O:4][CH:5]1[CH2:6][CH:7]([O:28][CH2:29][O:30][CH3:31])[CH2:8][C:9]2=[CH:10][CH:11]=[C:12]3[CH:13]4[CH2:14][CH2:15][CH:16]([CH:17]([CH3:18])[C:19](=[O:20])[OH:33])[C:21]4([CH3:27])[CH2:22][CH2:23][CH:24]3[C:25]12[CH3:26]. Reactants: CN(Cc1cccc(-c2ccc(C=C3SC(=O)NC3=O)cc2)c1)C(=O)OCC1c2ccccc2-c2ccccc21, C1COCCO1. Product: CN(Cc1cccc(-c2ccc(CC3SC(=O)NC3=O)cc2)c1)C(=O)OCC1c2ccccc2-c2ccccc21. Reaction SMILES: [O:1]=[C:2]1[S:3][C:4](=[CH:8][c:9]2[cH:10][cH:11][c:12](-[c:15]3[cH:16][c:17]([CH2:21][N:22]([C:23]([O:24][CH2:25][CH:26]4[c:27]5[cH:28][cH:29][cH:30][cH:31][c:32]5-[c:33]5[cH:34][cH:35][cH:36][cH:37][c:38]54)=[O:39])[CH3:40])[cH:18][cH:19][cH:20]3)[cH:13][cH:14]2)[C:5](=[O:7])[NH:6]1.[O:41]1[CH2:42][CH2:43][O:44][CH2:45][CH2:46]1>>[O:1]=[C:2]1[S:3][CH:4]([CH2:8][c:9]2[cH:10][cH:11][c:12](-[c:15]3[cH:16][c:17]([CH2:21][N:22]([C:23]([O:24][CH2:25][CH:26]4[c:27]5[cH:28][cH:29][cH:30][cH:31][c:32]5-[c:33]5[cH:34][cH:35][cH:36][cH:37][c:38]54)=[O:39])[CH3:40])[cH:18][cH:19][cH:20]3)[cH:13][cH:14]2)[C:5](=[O:7])[NH:6]1. Starting materials: [Si](C)(C)(C(C)(C)C)OC[C@H](C(=O)OC)N1C(C2=CC=CC(=C2C=C1)[N+](=O)[O-])=O ((R)-methyl 3-(tert-butyldimethylsilyloxy)-2-(5-nitro-1-oxoisoquinolin-2(1H)-yl)propanoate), CO (methanol). The reagents and catalysts are [Pd] (palladium). Reaction conditions: time 2 hour. Yields the product NC1=C2C=CN(C(C2=CC=C1)=O)[C@@H](C(=O)OC)CO[Si](C)(C)C(C)(C)C ((R)-Methyl 2-(5-amino-1-oxoisoquinolin-2(1H)-yl)-3-(tert-butyldimethylsilyloxy)propanoate). RXN SMILES: [Si:1]([O:8][CH2:9][C@@H:10]([N:15]1[CH:24]=[CH:23][C:22]2[C:17](=[CH:18][CH:19]=[CH:20][C:21]=2[N+:25]([O-])=O)[C:16]1=[O:28])[C:11]([O:13][CH3:14])=[O:12])([C:4]([CH3:7])([CH3:6])[CH3:5])([CH3:3])[CH3:2].CO>[Pd]>[NH2:25][C:21]1[CH:20]=[CH:19][CH:18]=[C:17]2[C:22]=1[CH:23]=[CH:24][N:15]([C@H:10]([CH2:9][O:8][Si:1]([C:4]([CH3:7])([CH3:6])[CH3:5])([CH3:3])[CH3:2])[C:11]([O:13][CH3:14])=[O:12])[C:16]2=[O:28]. Procedure details: A round bottom flask was charged with (R)-methyl 3-(tert-butyldimethylsilyloxy)-2-(5-nitro-1-oxoisoquinolin-2(1H)-yl)propanoate (5.5 g, 0.014 mol), methanol (100 mL, 2 mol); palladium, 10% weight on charcoal (0.3 g, 0.003 mol) was added and the reaction stirred under hydrogen atmosphere (1 atm) for 2 h. The reaction was filtered over celite and the solvent removed under reduced pressure and the residue purified by flash chromatography (40 g, 0-10% MeOH/DCM) to yield the product as a yellow stick... Reactants: N#CC(c1ccccc1)(c1ccccc1)C1CCN(Cc2ccccc2)C1, CO, O=C[O-], Cl, [NH4+], O. The product is N#CC(c1ccccc1)(c1ccccc1)C1CCNC1. Reaction SMILES: [CH2:2]([c:3]1[cH:4][cH:5][cH:6][cH:7][cH:8]1)[N:9]1[CH2:10][CH:11]([C:14]([C:15]#[N:16])([c:17]2[cH:18][cH:19][cH:20][cH:21][cH:22]2)[c:23]2[cH:24][cH:25][cH:26][cH:27][cH:28]2)[CH2:12][CH2:13]1.[CH3:34][OH:35].[CH:29]([O-:30])=[O:31].[ClH:1].[NH4+:32].[OH2:33]>>[NH:9]1[CH2:10][CH:11]([C:14]([C:15]#[N:16])([c:17]2[cH:18][cH:19][cH:20][cH:21][cH:22]2)[c:23]2[cH:24][cH:25][cH:26][cH:27][cH:28]2)[CH2:12][CH2:13]1. Starting materials: C(C)(C)(C)C=1C=C(C=C(C1O)C(C)(C)C)CCC(=O)Cl (β-(3,5-di-t-butyl-4-hydroxy phenyl) propionyl chloride), NCCCCN (1,4 diamino butane), NCCCCCCCCN (1,8-diamino octane), NCCCCCCCCCCCCN (1,12-diamino dodecane), C(C)(C)(C)C=1C=C(C=C(C1O)C(C)(C)C)CCC(=O)NCCCCNC(CCC1=CC(=C(C(=C1)C(C)(C)C)O)C(C)(C)C)=O (1,4-bis[β-(3,5-di-t-butyl-4-hydroxy phenyl) propionamido] butane), C(C)(C)(C)C=1C=C(C=C(C1O)C(C)(C)C)CCC(=O)NCCCCCCCCNC(CCC1=CC(=C(C(=C1)C(C)(C)C)O)C(C)(C)C)=O (1,8-bis[β-(3,5-di-t-butyl-4-hydroxy phenyl) propionamido] octane). Yields the product CCCCCCCCCCCC (dodecane). As a reaction SMILES: C(C1C=C(CCC(NCCCCNC(=O)CCC2C=C(C(C)(C)C)C(O)=C(C(C)(C)C)C=2)=O)C=C(C(C)(C)C)C=1O)(C)(C)C.C(C1C=C(CCC(NCCCCCCCCNC(=O)CCC2C=C(C(C)(C)C)C(O)=C(C(C)(C)C)C=2)=O)C=C(C(C)(C)C)C=1O)(C)(C)C.C(C1C=C(CCC(Cl)=O)C=C(C(C)(C)C)C=1O)(C)(C)C.NCCCCN.NCCCCCCCCN.N[CH2:130][CH2:131][CH2:132][CH2:133][CH2:134][CH2:135][CH2:136][CH2:137][CH2:138][CH2:139][CH2:140][CH2:141]N>>[CH3:141][CH2:140][CH2:139][CH2:138][CH2:137][CH2:136][CH2:135][CH2:134][CH2:133][CH2:132][CH2:131][CH3:130]. Procedure details: Using techniques similar to the one described above 1,4-bis[β-(3,5-di-t-butyl-4-hydroxy phenyl) propionamido] butane (M.P. 203°-205° C); 1,8-bis[β-(3,5-di-t-butyl-4-hydroxy phenyl) propionamido] octane (M.P. 94.5°-96° C); and 1,12-bis[β-3,5-di-t-butyl-4-hydroxy phenyl) propionamido] dodecane (M.P. 89°-92° C) were prepared by reaction of β-(3,5-di-t-butyl-4-hydroxy phenyl) propionyl chloride with respectively 1,4 diamino butane, 1,8-diamino octane and 1,12-diamino dodecane.